This data is from the Open Reaction Database (ORD), a public repository of structured organic reaction records. The task is: describe an organic reaction: reactants, conditions, products, and yield The reactants are Cc1cc(C#C[Si](C)(C)C)cc(C)c1OCc1ccccc1, C1CCOC1, CCCC[N+](CCCC)(CCCC)CCCC, [Cl-], [F-], [NH4+]. Yields the product C#Cc1cc(C)c(OCc2ccccc2)c(C)c1. As a reaction SMILES: [CH2:1]([c:2]1[cH:3][cH:4][cH:5][cH:6][cH:7]1)[O:8][c:9]1[c:10]([CH3:22])[cH:11][c:12]([C:16]#[C:17][Si:18]([CH3:19])([CH3:20])[CH3:21])[cH:13][c:14]1[CH3:15].[CH2:43]1[O:44][CH2:45][CH2:46][CH2:47]1.[CH3:24][CH2:25][CH2:26][CH2:27][N+:28]([CH2:29][CH2:30][CH2:31][CH3:32])([CH2:33][CH2:34][CH2:35][CH3:36])[CH2:37][CH2:38][CH2:39][CH3:40].[Cl-:41].[F-:23].[NH4+:42]>>[CH2:1]([c:2]1[cH:3][cH:4][cH:5][cH:6][cH:7]1)[O:8][c:9]1[c:10]([CH3:22])[cH:11][c:12]([C:16]#[CH:17])[cH:13][c:14]1[CH3:15]. Reactants: BrC1=C(C2=C(NCCN2CC2=C(C(=CC=C2F)F)Cl)N=C1)C (7-bromo-1-(2-chloro-3,6-difluorobenzyl)-8-methyl-1,2,3,4-tetrahydropyrido[2,3-b]pyrazine), O1CCN(CC1)CCNC1=NC=C(C=C1)B1OC(C)(C)C(C)(C)O1 (2-(2-morpholinoethylamino)pyridine-5-boronic acid pinacol ester). The product is ClC1=C(CN2C3=C(NCC2)N=CC(=C3C)C=3C=CC(=NC3)NCCN3CCOCC3)C(=CC=C1F)F (5-[1-(2-chloro-3,6-difluorobenzyl)-8-methyl-1,2,3,4-tetrahydropyrido[2,3-b]pyrazin-7-yl]-N-[2-(morpholin-4-yl)ethyl]pyridin-2-amine). RXN SMILES: Br[C:2]1[CH:21]=[N:20][C:5]2[NH:6][CH2:7][CH2:8][N:9]([CH2:10][C:11]3[C:16]([F:17])=[CH:15][CH:14]=[C:13]([F:18])[C:12]=3[Cl:19])[C:4]=2[C:3]=1[CH3:22].[O:23]1[CH2:28][CH2:27][N:26]([CH2:29][CH2:30][NH:31][C:32]2[CH:37]=[CH:36][C:35](B3OC(C)(C)C(C)(C)O3)=[CH:34][N:33]=2)[CH2:25][CH2:24]1>>[Cl:19][C:12]1[C:13]([F:18])=[CH:14][CH:15]=[C:16]([F:17])[C:11]=1[CH2:10][N:9]1[CH2:8][CH2:7][NH:6][C:5]2[N:20]=[CH:21][C:2]([C:35]3[CH:36]=[CH:37][C:32]([NH:31][CH2:30][CH2:29][N:26]4[CH2:27][CH2:28][O:23][CH2:24][CH2:25]4)=[N:33][CH:34]=3)=[C:3]([CH3:22])[C:4]1=2. Procedure: The entitled compound can be prepared from 7-bromo-1-(2-chloro-3,6-difluorobenzyl)-8-methyl-1,2,3,4-tetrahydropyrido[2,3-b]pyrazine and 2-(2-morpholinoethylamino)pyridine-5-boronic acid pinacol ester as described in example 25. The reactants are C1=CC=CC=2C3=CC=CC=C3NC12 (carbazole), C=O (formalin), [OH-].[Ca+2].[OH-] (calcium hydroxide). The solvent is IMS. Yields the product C(O)N1C2=CC=CC=C2C=2C=CC=CC12 (N-Methylol Carbazole). RXN SMILES: [CH:1]1[C:13]2[NH:12][C:11]3[C:6](=[CH:7][CH:8]=[CH:9][CH:10]=3)[C:5]=2[CH:4]=[CH:3][CH:2]=1.[CH2:14]=[O:15].[OH-].[Ca+2].[OH-]>>[CH2:14]([N:12]1[C:11]2[CH:10]=[CH:9][CH:8]=[CH:7][C:6]=2[C:5]2[C:13]1=[CH:1][CH:2]=[CH:3][CH:4]=2)[OH:15] |f:2.3.4|. Reported procedure: 105 parts of carbazole, 145 parts of formalin (40% W/V formaldehyde in water) and 265 parts of IMS were thoroughly mixed and then 10 parts of calcium hydroxide added. The mixture was heated with stirring at a temperature of 56° to 58° C. for an hour and thereafter filtered to remove unreacted carbazole and the calcium hydroxide. As the IMS cooled, the product N-methylol carbazole crystallised out of solution. The white crystals were separated by filtration and dried under vacuum at 50° C. for 2 ... Starting materials: C(C)(C)(C)[C@]1(OCO[C@@]23[C@H]4[C@@]56CCN([C@@H]([C@]5(C[C@@H]21)CC3)CC3=CC=C(C(=C36)O4)O)CC4CC4)C ((4bS,8R,8aS,9aR,10S,13aR,13bR)-10-tert-butyl-7-cyclopropylmethyl-5,6,7,8,9,9a,10,13b-octahydro-10-methyl-8a,13a-ethano-4,8-methanobenzofuro[3,2-e][1,3]dioxino[4,5-g]isoquinolin-1-ol), C(C=C)N1[C@H]2[C@H]3C[C@@H]([C@@H]([C@H]4[C@@]3(C3=C(C(=C5C(=C3C2)CC5)O)O4)CC1)O)[C@@](C)(C(C)(C)C)O (17-allyl-7α-[(2S)-3,3-dimethyl-2-hydroxybutan-2-yl]-4,5α-epoxy-3,6-dihydroxy-6α,14α-ethanomorphinan), C1(CC1)CN1[C@H]2[C@H]3C[C@@H]([C@@H]([C@H]4[C@@]3(C3=C(C(=C5C(=C3C2)CC5)O)O4)CC1)O)[C@@](C)(C(C)(C)C)O (17-cyclopropylmethyl-7α-[(2S)-3,3-dimethyl-2-hydroxybutan-2-yl]-4,5α-epoxy-3,6-dihydroxy-6α,14α-ethanomorphinan). Product: C(C=C)N1[C@H]2[C@]34C[C@H]5[C@]([C@H]6[C@]3(CC1)C1=C(O6)C(=CC=C1C2)O)(OCO[C@]5(C)C(C)(C)C)CC4 ((4bS,8R,8aR,9aR,10S,13aR,13bR)-7-allyl-10-tert-butyl-5,6,7,8,9,9a,10,13b-octahydro-10-methyl-8a,13a-ethano-4,8-methanobenzofuro[3,2-e][1,3]dioxino[4,5-g]isoquinolin-1-ol). The yield is 49.0%. Reaction SMILES: [C:1]([C@:5]1([CH3:34])[C@@H:18]2[C@@:9]3([CH2:20][CH2:19][C@:16]4([CH2:17]2)[C@@:11]25[C:27]6[C:22](=[CH:23][CH:24]=[C:25]([OH:29])[C:26]=6[O:28][C@@H:10]32)[CH2:21][C@H:15]4[N:14]([CH2:30][CH:31]2C[CH2:32]2)[CH2:13][CH2:12]5)[O:8][CH2:7][O:6]1)([CH3:4])([CH3:3])[CH3:2].C(N1CC[C@@]23C4C5C[C@@H]1[C@H]2C[C@H]([C@](O)(C(C)(C)C)C)[C@H](O)[C@@H]3OC=4C(O)=C1CCC1=5)C=C.C1(CN2CC[C@@]34C5C6C[C@@H]2[C@H]3C[C@H]([C@](O)(C(C)(C)C)C)[C@H](O)[C@@H]4OC=5C(O)=C2CCC2=6)CC1>>[CH2:30]([N:14]1[CH2:13][CH2:12][C@@:11]23[C:27]4[C:22]5[CH2:21][C@@H:15]1[C@:16]12[CH2:19][CH2:20][C@:9]2([O:8][CH2:7][O:6][C@@:5]([C:1]([CH3:4])([CH3:3])[CH3:2])([CH3:34])[C@H:18]2[CH2:17]1)[C@@H:10]3[O:28][C:26]=4[C:25]([OH:29])=[CH:24][CH:23]=5)[CH:31]=[CH2:32]. Procedure: The title compound 17 was synthesized similar to the procedure described in Example 1 for preparing compound 3 using compound 16 rather than compound 2. After column chromatography, 1.29 g (49.0% yield) of compound 17 was isolated in a purity of >99% as a-white solid. Reactants: N1C(=CC2=CC=CC=C12)C(=O)OCC (ethyl 2-indole carboxylate), BrCC1=CC=CC2=CC=CC(=C12)C (1-bromomethyl-8-methyl-naphthalene). Product: C(C)OC(=O)C=1N(C2=CC=CC=C2C1)CC1=CC=CC2=CC=CC(=C12)C (1-(8-methyl-naphthalen-1-ylmethyl)-1H-indole-2-carboxylic acid ethyl ester). As a reaction SMILES: [NH:1]1[C:9]2[C:4](=[CH:5][CH:6]=[CH:7][CH:8]=2)[CH:3]=[C:2]1[C:10]([O:12][CH2:13][CH3:14])=[O:11].Br[CH2:16][C:17]1[C:26]2[C:21](=[CH:22][CH:23]=[CH:24][C:25]=2[CH3:27])[CH:20]=[CH:19][CH:18]=1>>[CH2:13]([O:12][C:10]([C:2]1[N:1]([CH2:16][C:17]2[C:26]3[C:21](=[CH:22][CH:23]=[CH:24][C:25]=3[CH3:27])[CH:20]=[CH:19][CH:18]=2)[C:9]2[C:4]([CH:3]=1)=[CH:5][CH:6]=[CH:7][CH:8]=2)=[O:11])[CH3:14]. Procedure: Using general procedure A (Exp. 1.3.), 1,8-dimethyl-naphthalene was reacted with N-bromosuccinimide to give 1-bromomethyl-8-methyl-naphthalene as white solid. MS: 234.1 ([M]+). Using general procedure B, ethyl 2-indole carboxylate was coupled with 1-bromomethyl-8-methyl-naphthalene to give 1-(8-methyl-naphthalen-1-ylmethyl)-1H-indole-2-carboxylic acid ethyl ester which was hydrolyzed as described in the general procedure B (Exp. 2.2) to give the title compound as a white solid. MS: 314.4 ([M−H]−... The reactants are C(CCC)[Li] (n-butyllithium), C1(=CC=CC2=CC=CC=C12)CCCI (3-(naphth-1-yl)propyl iodide), C(Cl)Cl (methylene chloride), C(C)OC=CC#N (3-ethoxyacrylonitrile). Solvent: hexanes, O1CCCC1 (tetrahydrofuran), O1CCCC1 (tetrahydrofuran). Product: C(C)OC=C(CCCC1=CC=CC2=CC=CC=C12)C#N (1-ethoxy-2-cyano-5-(naphth-1-yl)-1-pentene). Yield: 26.9%. As a reaction SMILES: [CH2:1]([O:3][CH:4]=[CH:5][C:6]#[N:7])[CH3:2].C([Li])CCC.[C:13]1([CH2:23][CH2:24][CH2:25]I)[C:22]2[C:17](=[CH:18][CH:19]=[CH:20][CH:21]=2)[CH:16]=[CH:15][CH:14]=1.C(Cl)Cl>O1CCCC1>[CH2:1]([O:3][CH:4]=[C:5]([C:6]#[N:7])[CH2:25][CH2:24][CH2:23][C:13]1[C:22]2[C:17](=[CH:18][CH:19]=[CH:20][CH:21]=2)[CH:16]=[CH:15][CH:14]=1)[CH3:2]. Procedure details: Under a nitrogen atmosphere a stirred solution of 1.5 mL (0.014 mole) of 3-ethoxyacrylonitrile in 45 mL of tetrahydrofuran was cooled to about -110° C., and 6.2 mL (0.015 mole) of 2.5M n-butyllithium in hexanes was added dropwise at a rate to keep the reaction mixture temperature below -65° C. Upon completion of addition, the reaction mixture was stirred for about ten minutes, and then a solution of 4.0 grams (0.014 mole) of 3-(naphth-1-yl)propyl iodide in 15 mL of tetrahydrofuran was added drop... The product is ClC1=C(C=C(C=C1)OC)C(C(C(F)(F)F)(O)C=1C=CC(N(C1)C)=O)C (5-[2-(2-Chloro-5-methoxy-phenyl)-1-hydroxy-1-trifluoromethyl-propyl]-1-methyl-1H-pyridin-2-one). Procedure: In analogy to Example 165, step 3, 5-[2-(2-chloro-5-methoxy-phenyl)-propionyl]-1-methyl-1H-pyridin-2-one was reacted with (trifluoromethyl)trimethylsilane and tetramethylammonium fluoride to give the title compound as a light grey foam. MS (m/e)=376.2 [M+H+]. The reactants are ClC1=C(C=C(C=C1)OC)C(C(=O)C=1C=CC(N(C1)C)=O)C (5-[2-(2-chloro-5-methoxy-phenyl)-propionyl]-1-methyl-1H-pyridin-2-one), FC(F)(F)[Si](C)(C)C ((trifluoromethyl)trimethylsilane), [F-].C[N+](C)(C)C (tetramethylammonium fluoride). As a reaction SMILES: [Cl:1][C:2]1[CH:7]=[CH:6][C:5]([O:8][CH3:9])=[CH:4][C:3]=1[CH:10]([CH3:21])[C:11]([C:13]1[CH:14]=[CH:15][C:16](=[O:20])[N:17]([CH3:19])[CH:18]=1)=[O:12].[F:22][C:23]([Si](C)(C)C)([F:25])[F:24].[F-].C[N+](C)(C)C>>[Cl:1][C:2]1[CH:7]=[CH:6][C:5]([O:8][CH3:9])=[CH:4][C:3]=1[CH:10]([CH3:21])[C:11]([C:13]1[CH:14]=[CH:15][C:16](=[O:20])[N:17]([CH3:19])[CH:18]=1)([OH:12])[C:23]([F:25])([F:24])[F:22] |f:2.3|. The reactants are ClC1=CC=C(OC2=CC=C(C=C2)N2C(N(CC2C2=CC(=CC=C2)C(F)(F)F)CC(=O)NCC(=O)OC(C)(C)C)=O)C=C1 (tert-Butyl 2-(2-(3-(4-(4-chlorophenoxy)phenyl)-2-oxo-4-(3-(trifluoromethyl)phenyl)-imidazolidin-1-yl)acetamido)acetate). Run in C(Cl)Cl (DCM), C(=O)(C(F)(F)F)O (TFA). Run at time 3 hour. The product is ClC1=CC=C(OC2=CC=C(C=C2)N2C(N(CC2C2=CC(=CC=C2)C(F)(F)F)CC(=O)NCC(=O)O)=O)C=C1 (2-(2-(3-(4-(4-chlorophenoxy)phenyl)-2-oxo-4-(3-(trifluoromethyl)phenyl)-imidazolidin-1-yl)acetamido)acetic acid). As a reaction SMILES: [Cl:1][C:2]1[CH:42]=[CH:41][C:5]([O:6][C:7]2[CH:12]=[CH:11][C:10]([N:13]3[CH:17]([C:18]4[CH:23]=[CH:22][CH:21]=[C:20]([C:24]([F:27])([F:26])[F:25])[CH:19]=4)[CH2:16][N:15]([CH2:28][C:29]([NH:31][CH2:32][C:33]([O:35]C(C)(C)C)=[O:34])=[O:30])[C:14]3=[O:40])=[CH:9][CH:8]=2)=[CH:4][CH:3]=1>C(Cl)Cl.C(O)(C(F)(F)F)=O>[Cl:1][C:2]1[CH:3]=[CH:4][C:5]([O:6][C:7]2[CH:8]=[CH:9][C:10]([N:13]3[CH:17]([C:18]4[CH:23]=[CH:22][CH:21]=[C:20]([C:24]([F:27])([F:25])[F:26])[CH:19]=4)[CH2:16][N:15]([CH2:28][C:29]([NH:31][CH2:32][C:33]([OH:35])=[O:34])=[O:30])[C:14]3=[O:40])=[CH:11][CH:12]=2)=[CH:41][CH:42]=1. Procedure: tert-Butyl 2-(2-(3-(4-(4-chlorophenoxy)phenyl)-2-oxo-4-(3-(trifluoromethyl)phenyl)-imidazolidin-1-yl)acetamido)acetate (20.0 mg, 0.0332 mmol) is dissolved in a mixture solvent of DCM (0.4 mL) and TFA (0.4 mL). The reaction mixture is stirred at room temperature for 3 h before removal of the solvent. The residue is purified by reparative LC/MS to provide the title compound; HPLC-MS calculated for C26H21ClF3N3O5 (M+H+) 548.1, found 548.1.